From a dataset of the Open Reaction Database (ORD), a public repository of structured organic reaction records. describe an organic reaction: reactants, conditions, products, and yield Starting materials: Oc1ccc(F)cc1, CCOC(=O)N=NC(=O)OCC, C1CCOC1, c1ccc(P(c2ccccc2)c2ccccc2)cc1, COc1ccc(C(=O)N2c3ccccc3C(n3c4ccccc4c4ccccc43)CC2CCCCCO)cc1OC. The product is COc1ccc(C(=O)N2c3ccccc3C(n3c4ccccc4c4ccccc43)CC2CCCCCOc2ccc(F)cc2)cc1OC. As a reaction SMILES: [F:42][c:43]1[cH:44][cH:45][c:46]([OH:49])[cH:47][cH:48]1.[O:50]=[C:51]([O:52][CH2:53][CH3:54])[N:55]=[N:56][C:57]([O:58][CH2:59][CH3:60])=[O:61].[O:81]1[CH2:82][CH2:83][CH2:84][CH2:85]1.[c:62]1([P:63]([c:64]2[cH:65][cH:66][cH:67][cH:68][cH:69]2)[c:70]2[cH:71][cH:72][cH:73][cH:74][cH:75]2)[cH:76][cH:77][cH:78][cH:79][cH:80]1.[cH:1]1[cH:2][cH:3][cH:4][c:5]2[c:6]3[cH:7][cH:8][cH:9][cH:10][c:11]3[n:12]([CH:14]3[CH2:15][CH:16]([CH2:36][CH2:37][CH2:38][CH2:39][CH2:40][OH:41])[N:17]([C:24]([c:25]4[cH:26][c:27]([O:33][CH3:34])[c:28]([O:31][CH3:32])[cH:29][cH:30]4)=[O:35])[c:18]4[cH:19][cH:20][cH:21][cH:22][c:23]43)[c:13]12>>[cH:1]1[cH:2][cH:3][cH:4][c:5]2[c:6]3[cH:7][cH:8][cH:9][cH:10][c:11]3[n:12]([CH:14]3[CH2:15][CH:16]([CH2:36][CH2:37][CH2:38][CH2:39][CH2:40][O:41][c:46]4[cH:45][cH:44][c:43]([F:42])[cH:48][cH:47]4)[N:17]([C:24]([c:25]4[cH:26][c:27]([O:33][CH3:34])[c:28]([O:31][CH3:32])[cH:29][cH:30]4)=[O:35])[c:18]4[cH:19][cH:20][cH:21][cH:22][c:23]43)[c:13]12. The reactants are ClC1=NC=C(C(=N1)N([C@H](C(=O)OC)CC)C(C)C)[N+](=O)[O-] (methyl (2S)-2-[(2-chloro-5-nitro-pyrimidin-4-yl)-isopropyl-amino]butanoate). Reagents/catalysts: [Fe] (iron). Solvent: C(C)(=O)O (acetic acid). Conditions: temperature 65 celsius, time 4 hour. Yields the product crude compound, ClC1=NC=2N([C@H](C(NC2C=N1)=O)CC)C(C)C ((7S)-2-chloro-8-isopropyl-7-ethyl-5,7-dihydropteridin-6-one). Yield: 101.6%. Reaction SMILES: [Cl:1][C:2]1[N:7]=[C:6]([N:8]([CH:16]([CH3:18])[CH3:17])[C@@H:9]([CH2:14][CH3:15])[C:10](OC)=[O:11])[C:5]([N+:19]([O-])=O)=[CH:4][N:3]=1>C(O)(=O)C.[Fe]>[Cl:1][C:2]1[N:3]=[CH:4][C:5]2[NH:19][C:10](=[O:11])[C@H:9]([CH2:14][CH3:15])[N:8]([CH:16]([CH3:18])[CH3:17])[C:6]=2[N:7]=1. Procedure details: Methyl (2S)-2-[(2-chloro-5-nitro-pyrimidin-4-yl)-isopropyl-amino]butanoate 43b (8.74 g, 27.7 mmol) was dissolved in 100 mL of acetic acid followed by the addition of iron powder (6.20 g, 0.11 mol). The reaction mixture was heated to 65° C., stirred for 4 hours and filtered. The filter cake was washed with dichloromethane (100 mL). The filtrate was concentrated under reduced pressure, then added with 100 mL of water and filtered. The filter cake was dried by heating to obtain the crude compound (... Conditions: temperature 80 celsius, time 4 hour. Yield: 38.6%. Reactants: FC1=CC=C(C=C1)CN1C2=NC=NC(=C2N=C1CC1CCN(CC1)CCC1=CC=C(C=C1)OC)O (9-[(4-fluorophenyl)methyl]-8-[[1-[2-(4-methoxyphenyl)ethyl]-4-piperidinyl]-methyl]-9H-purin-6-ol), Br (hydrobromic acid). Reaction SMILES: [F:1][C:2]1[CH:7]=[CH:6][C:5]([CH2:8][N:9]2[C:17]([CH2:18][CH:19]3[CH2:24][CH2:23][N:22]([CH2:25][CH2:26][C:27]4[CH:32]=[CH:31][C:30]([O:33]C)=[CH:29][CH:28]=4)[CH2:21][CH2:20]3)=[N:16][C:15]3[C:10]2=[N:11][CH:12]=[N:13][C:14]=3[OH:35])=[CH:4][CH:3]=1.Br>O>[F:1][C:2]1[CH:3]=[CH:4][C:5]([CH2:8][N:9]2[C:17]([CH2:18][CH:19]3[CH2:24][CH2:23][N:22]([CH2:25][CH2:26][C:27]4[CH:32]=[CH:31][C:30]([OH:33])=[CH:29][CH:28]=4)[CH2:21][CH2:20]3)=[N:16][C:15]3[C:10]2=[N:11][CH:12]=[N:13][C:14]=3[OH:35])=[CH:6][CH:7]=1. Product: FC1=CC=C(C=C1)CN1C2=NC=NC(=C2N=C1CC1CCN(CC1)CCC1=CC=C(C=C1)O)O (9-[(4-fluorophenyl)methyl]-8-[[1-[2-(4-hydroxyphenyl)ethyl]-4-piperidinyl]-methyl]-9H-purin-6-ol). The solvent is O (water). Procedure details: A mixture of 2.7 parts of 9-[(4-fluorophenyl)methyl]-8-[[1-[2-(4-methoxyphenyl)ethyl]-4-piperidinyl]-methyl]-9H-purin-6-ol and 75 parts of a hydrobromic acid solution 48% in water was stirred for 4 hours at 80° C. After evaporation, the residue was taken up in water and treated with sodium carbonate. The product was extracted with trichloromethane. The extract was dried, filtered and evaporated. The residue was purified by column chromatography over silica gel using a mixture of trichloromethane...